From a dataset of the Open Reaction Database (ORD), a public repository of structured organic reaction records. describe an organic reaction: reactants, conditions, products, and yield The reactants are [F-].[K+] (potassium fluoride), ClC1=C(C=NC=C1)[N+](=O)[O-] (4-chloro-3-nitropyridine), P(=O)(O)(O)[O-].[K+] (potassium dihydrogen phosphate). Solvent: CS(=O)C (dimethylsulfoxide). Run at time 3 hour. Product: FC1=C(C=NC=C1)[N+](=O)[O-] (4-fluoro-3-nitropyridine). Isolated yield 52.0%. As a reaction SMILES: [F-:1].[K+].Cl[C:4]1[CH:9]=[CH:8][N:7]=[CH:6][C:5]=1[N+:10]([O-:12])=[O:11].P([O-])(O)(O)=O.[K+]>CS(C)=O>[F:1][C:4]1[CH:9]=[CH:8][N:7]=[CH:6][C:5]=1[N+:10]([O-:12])=[O:11] |f:0.1,3.4|. Procedure: Anhydrous potassium fluoride (5.5 g, 93 mmol) was suspended in anhydrous dimethylsulfoxide (200 ml) and the solvent reduced to half its volume by distillation under an atmosphere of nitrogen. The resulting suspension was cooled to room temperature and 4-chloro-3-nitropyridine (14 g, 88 mmol) was added. The reaction mixture was stirred at 120° C. for three hours under an atmosphere of nitrogen, cooled and then poured into a saturated aqueous solution of potassium dihydrogen phosphate. The resulti... Starting materials: COC=1C=CC(=NC1OC)NC=1C=2N(N=C(C1)C1=CC=C(C(=O)OC)C=C1)C=CN2 (methyl 4-(8-(5,6-dimethoxypyridin-2-ylamino)imidazo[1,2-b]pyridazin-6-yl)benzoate), [OH-].[Na+] (NaOH). Solvent: O1CCOCC1 (dioxane), O (H2O). Product: COC=1C=CC(=NC1OC)NC=1C=2N(N=C(C1)C1=CC=C(C(=O)O)C=C1)C=CN2 (4-(8-(5,6-dimethoxypyridin-2-ylamino)imidazo[1,2-b]pyridazin-6-yl)benzoic acid). Yield: 77.5%. As a reaction SMILES: [CH3:1][O:2][C:3]1[CH:4]=[CH:5][C:6]([NH:11][C:12]2[C:13]3[N:14]([CH:28]=[CH:29][N:30]=3)[N:15]=[C:16]([C:18]3[CH:27]=[CH:26][C:21]([C:22]([O:24]C)=[O:23])=[CH:20][CH:19]=3)[CH:17]=2)=[N:7][C:8]=1[O:9][CH3:10].[OH-].[Na+]>O1CCOCC1.O>[CH3:1][O:2][C:3]1[CH:4]=[CH:5][C:6]([NH:11][C:12]2[C:13]3[N:14]([CH:28]=[CH:29][N:30]=3)[N:15]=[C:16]([C:18]3[CH:27]=[CH:26][C:21]([C:22]([OH:24])=[O:23])=[CH:20][CH:19]=3)[CH:17]=2)=[N:7][C:8]=1[O:9][CH3:10] |f:1.2|. Procedure details: To a stirred solution of methyl 4-(8-(5,6-dimethoxypyridin-2-ylamino)imidazo[1,2-b]pyridazin-6-yl)benzoate (0.135 g, 0.333 mmol) in dioxane (20 mL) and H2O (10 mL) was added NaOH (133 mg, 3.33 mmol) at 25° C. After 2 h the mixture was washed with ether (10 mL) and the aqueous layer was adjusted to pH=4 with concentrated HCl, then it was concentrated and filtered. The solid was washed with ether and dried to afford 4-(8-(5,6-dimethoxypyridin-2-ylamino)imidazo[1,2-b]pyridazin-6-yl)benzoic acid (0.... Reactants: O.C(C)(=O)N(CC(=O)O)CC(=O)O (N-acetyliminodiacetic acid monohydrate), P(O)(O)O (phosphorous acid), S(O)(O)(=O)=O (sulfuric acid), C=O (formaldehyde). Run in O (water). Conditions: temperature 110 celsius. Yields the product P(=O)(O)(O)CN(CC(=O)O)CC(=O)O (N-(phosphonomethyl)iminodiacetic acid). Isolated yield 151.4%. Reaction SMILES: O.[C:2]([N:5]([CH2:10][C:11]([OH:13])=[O:12])[CH2:6][C:7]([OH:9])=[O:8])(=O)C.[P:14]([OH:17])([OH:16])[OH:15].S(=O)(=O)(O)O.C=O>O>[P:14]([CH2:2][N:5]([CH2:10][C:11]([OH:13])=[O:12])[CH2:6][C:7]([OH:9])=[O:8])([OH:17])([OH:16])=[O:15] |f:0.1|. Procedure: Cycle 1: A reactor was charged with N-acetyliminodiacetic acid monohydrate (1 7.0 g), water (5 g), phosphorous acid (11.39 g) and 98% sulfuric acid (15 g). The mixture was heated to 110° C. and 42.2% formaldehyde (5.6 mL) was added drop wise over a one hour period. After another 13/4 hour at 110° C. the mixture was cooled to 25° C. The mixture was filtered and the solid was washed with water to give 12.46 g of N-(phosphonomethyl)iminodiacetic acid. Starting materials: COC=1C=CC2=C(CCC=3C=NC(=NC23)NN)C1 ((8-Methoxy-5,6-dihydro-benzo[h]quinazolin-2-yl)-hydrazine), C(C)OC(C(C#N)=COCC)=O (ethyl(ethoxymethylene)cyanoacetate). Solvent: C(C)(=O)O (acetic acid). Product: C(C)OC(=O)C=1C=NN(C1N)C1=NC=2C3=C(CCC2C=N1)C=CC=C3 (5-Amino-1-(5,6-dihydro-benzo[h]quinazolin-2-yl)-1H-pyrazole-4-carboxylic acid ethyl ester). Yield: 45.5%. As a reaction SMILES: CO[C:3]1[CH:4]=[CH:5][C:6]2[C:15]3[N:14]=[C:13]([NH:16][NH2:17])[N:12]=[CH:11][C:10]=3[CH2:9][CH2:8][C:7]=2[CH:18]=1.[CH2:19]([O:21][C:22](=[O:30])[C:23](=[CH:26]OCC)[C:24]#[N:25])[CH3:20]>C(O)(=O)C>[CH2:19]([O:21][C:22]([C:23]1[CH:26]=[N:17][N:16]([C:13]2[N:12]=[CH:11][C:10]3[CH2:9][CH2:8][C:7]4[CH:18]=[CH:3][CH:4]=[CH:5][C:6]=4[C:15]=3[N:14]=2)[C:24]=1[NH2:25])=[O:30])[CH3:20]. Procedure details: A mixture of (8-Methoxy-5,6-dihydro-benzo[h]quinazolin-2-yl)-hydrazine (100 mg, 0.41 mM), ethyl(ethoxymethylene)cyanoacetate (76 mg, 0.44 mM) in acetic acid (1 ml) was heated for 16 hr then evaporated. The residue was partitioned between dichloromethane and sodium bicarbonate (sat., 50 ml), the organic phase dried with sodium sulfate, filtered and evaporated to a solid. The solid was triturated with ethyl acetate and isolated via filtration and dried under reduced pressure to afford 5-Amino-1-(5... Starting materials: C1CCOC1, ClC(Cl)Cl, [Li]c1cccnc1F, O=Cc1ccc(F)cc1, O=[Mn]=O, O. Product: O=C(c1ccc(F)cc1)c1cccnc1F. Reaction SMILES: [CH2:19]1[O:20][CH2:21][CH2:22][CH2:23]1.[Cl:24][CH:25]([Cl:26])[Cl:27].[F:10][c:11]1[n:12][cH:13][cH:14][cH:15][c:16]1[Li:17].[F:1][c:2]1[cH:3][cH:4][c:5]([CH:6]=[O:7])[cH:8][cH:9]1.[O:28]=[Mn:29]=[O:30].[OH2:18]>>[F:1][c:2]1[cH:3][cH:4][c:5]([C:6](=[O:7])[c:16]2[c:11]([F:10])[n:12][cH:13][cH:14][cH:15]2)[cH:8][cH:9]1. Reactants: C(C)(=O)OCC(=O)NC(SC1=NC=CC=C1C(=O)NC1=CC=C(C=C1)OC(F)(F)F)C1=CC=NC=C1 (2-(2-Acetoxyacetylaminopyridin-4-ylmethylthio)-N-(4-trifluoromethoxyphenyl)pyridine-3-carboxamide). Solvent: CO (methanol), O1CCCC1 (tetrahydrofuran), [OH-].[Na+] (sodium hydroxide), C(C)(=O)OCC (ethyl acetate). Run at time 15 minute. The product is OCC(=O)NC(SC1=NC=CC=C1C(=O)NC1=CC=C(C=C1)OC(F)(F)F)C1=CC=NC=C1 (2-(2-Hydroxyacetylaminopyridin-4-ylmethylthio)-N-(4-trifluoromethoxyphenyl)pyridine-3-carboxamide). The yield is 100.2%. Reaction SMILES: C([O:4][CH2:5][C:6]([NH:8][CH:9]([C:31]1[CH:36]=[CH:35][N:34]=[CH:33][CH:32]=1)[S:10][C:11]1[C:16]([C:17]([NH:19][C:20]2[CH:25]=[CH:24][C:23]([O:26][C:27]([F:30])([F:29])[F:28])=[CH:22][CH:21]=2)=[O:18])=[CH:15][CH:14]=[CH:13][N:12]=1)=[O:7])(=O)C>CO.O1CCCC1.[OH-].[Na+].C(OCC)(=O)C>[OH:4][CH2:5][C:6]([NH:8][CH:9]([C:31]1[CH:32]=[CH:33][N:34]=[CH:35][CH:36]=1)[S:10][C:11]1[C:16]([C:17]([NH:19][C:20]2[CH:21]=[CH:22][C:23]([O:26][C:27]([F:28])([F:29])[F:30])=[CH:24][CH:25]=2)=[O:18])=[CH:15][CH:14]=[CH:13][N:12]=1)=[O:7] |f:3.4|. Procedure details: 2-(2-Acetoxyacetylaminopyridin-4-ylmethylthio)-N-(4-trifluoromethoxyphenyl)pyridine-3-carboxamide (Compound No. 10-2, 25 mg, 0.048 mmol) was dissolved in the mixture of methanol (2.0 mL) and tetrahydrofuran (1.0 mL), and 4 N aqueous sodium hydroxide solution (60 μL) was added thereto under ice-cooling. The mixture was stirred for 15 minutes at room temperature and diluted with ethyl acetate (30 mL), and then the whole was washed with saturated aqueous sodium hydrogen carbonate solution (30 mL) a... Procedure details: To a mixture of 3-fluorobenzoyl chloride (11.0 g, 6.70 mmol) and N,O-dimethylhydroxylamine.HCl in CHCl3 (70 mL) at 0° C. was added pyridine (14 mL) over 30 min. After a period of 3 h at room temperature, the reaction mixture was treated in the usual manner to give 12.5 g of the title compound. Product: FC=1C=C(C(=O)N(C)OC)C=CC1 (3-Fluoro-N-methoxy-N-methylbenzamide). Run at time 3 hour. Reactants: Cl (HCl), N1=CC=CC=C1 (pyridine), FC=1C=C(C(=O)Cl)C=CC1 (3-fluorobenzoyl chloride), CNOC (N,O-dimethylhydroxylamine). As a reaction SMILES: [F:1][C:2]1[CH:3]=[C:4]([CH:8]=[CH:9][CH:10]=1)[C:5](Cl)=[O:6].[CH3:11][NH:12][O:13][CH3:14].Cl.N1C=CC=CC=1>C(Cl)(Cl)Cl>[F:1][C:2]1[CH:3]=[C:4]([CH:8]=[CH:9][CH:10]=1)[C:5]([N:12]([O:13][CH3:14])[CH3:11])=[O:6]. Run in C(Cl)(Cl)Cl (CHCl3). Starting materials: CN(C)CCN1CC(C(=O)O)CC1=O, CC(=O)[O-], Nc1cc(Cl)cc2c1[nH]c1cnccc12, [NH4+]. Yields the product CN(C)CCN1CC(C(=O)Nc2cc(Cl)cc3c2[nH]c2cnccc23)CC1=O. RXN SMILES: [CH3:16][N:17]([CH2:18][CH2:19][N:20]1[CH2:21][CH:22]([C:26](=[O:27])[OH:28])[CH2:23][C:24]1=[O:25])[CH3:29].[CH3:31][C:32](=[O:33])[O-:34].[Cl:1][c:2]1[cH:3][c:4]2[c:5]3[cH:6][cH:7][n:8][cH:9][c:10]3[nH:11][c:12]2[c:13]([NH2:15])[cH:14]1.[NH4+:30]>>[Cl:1][c:2]1[cH:3][c:4]2[c:5]3[cH:6][cH:7][n:8][cH:9][c:10]3[nH:11][c:12]2[c:13]([NH:15][C:26]([CH:22]2[CH2:21][N:20]([CH2:19][CH2:18][N:17]([CH3:16])[CH3:29])[C:24](=[O:25])[CH2:23]2)=[O:27])[cH:14]1. The reactants are C(C)(C)(C)OC(CN1C(=NC2=C1C=CC(=C2)N(S(=O)(=O)C2=CC=C(C=C2)F)C2CCCCC2)CCC)=O ({5-[(Cyclohexyl)-(4-fluoro-benzenesulfonyl)-amino]-2-propyl-benzoimidazol-1-yl}-acetic acid tert-butyl ester), C(=O)(C(F)(F)F)O (TFA). Product: C1(CCCCC1)N(C1=CC2=C(N(C(=N2)CCC)CC(=O)O)C=C1)S(=O)(=O)C1=CC=C(C=C1)F ({5-[(Cyclohexyl)-(4-fluoro-benzenesulfonyl)-amino]-2-propyl-benzoimidazol-1-yl}-acetic acid). As a reaction SMILES: C([O:5][C:6](=[O:37])[CH2:7][N:8]1[C:12]2[CH:13]=[CH:14][C:15]([N:17]([CH:28]3[CH2:33][CH2:32][CH2:31][CH2:30][CH2:29]3)[S:18]([C:21]3[CH:26]=[CH:25][C:24]([F:27])=[CH:23][CH:22]=3)(=[O:20])=[O:19])=[CH:16][C:11]=2[N:10]=[C:9]1[CH2:34][CH2:35][CH3:36])(C)(C)C.C(O)(C(F)(F)F)=O>>[CH:28]1([N:17]([S:18]([C:21]2[CH:26]=[CH:25][C:24]([F:27])=[CH:23][CH:22]=2)(=[O:19])=[O:20])[C:15]2[CH:14]=[CH:13][C:12]3[N:8]([CH2:7][C:6]([OH:37])=[O:5])[C:9]([CH2:34][CH2:35][CH3:36])=[N:10][C:11]=3[CH:16]=2)[CH2:29][CH2:30][CH2:31][CH2:32][CH2:33]1. Reported procedure: {5-[(Cyclohexyl)-(4-fluoro-benzenesulfonyl)-amino]-2-propyl-benzoimidazol-1-yl}-acetic acid tert-butyl ester was treated with TFA (2 mL) for 2 hours, concentrated, and purified by preparative LCMS to give the title compound. 1H NMR (d6-DMSO) δ7.81 (m, 1H), 7.42 (m, 3H), 7.08 (d, 1H), 6.79 (dd, 1H), 4.98 (s, 2H), 4.11 (m, 1H), 2.72 (t, 2H), 1.79 (m, 4H), 1.65 (m, 2H), 1.31 (m, 3H), 0.99 (m, 5H), 0.79 (m, 1H). MS calculated for C24H28FN3O4S—H: 472, observed: 472.